From a dataset of the Open Reaction Database (ORD), a public repository of structured organic reaction records. describe an organic reaction: reactants, conditions, products, and yield The reactants are ClC1=NC(=NC2=C1OCC(N2)=O)C (4-chloro-6,7-dihydro-2-methyl-8H-pyrimido[5,4-b ][1,4]oxazin-7-one), oxazin-7-one, CI (methyl iodide), C[O-].[Na+] (sodium methoxide). Solvent: CO (methanol). Yields the product ClC1=NC(=NC2=C1OCC(N2C)=O)C (4-Chloro-6,7-dihydro-2,8-dimethyl-pyrimido [5,4-b][1,4]oxazin-7-one). As a reaction SMILES: [Cl:1][C:2]1[C:7]2[O:8][CH2:9][C:10](=[O:12])[NH:11][C:6]=2[N:5]=[C:4]([CH3:13])[N:3]=1.[CH3:14]I.C[O-].[Na+]>CO>[Cl:1][C:2]1[C:7]2[O:8][CH2:9][C:10](=[O:12])[N:11]([CH3:14])[C:6]=2[N:5]=[C:4]([CH3:13])[N:3]=1 |f:2.3|. Reported procedure: Using the method of Sazonov, et al., Khimiya Geterotsiklicheskikh Soedinenii, 9, 1285-1288 (1972), 4-chloro-6,7-dihydro-2-methyl-8H-pyrimido[5,4-b ][1,4]oxazin-7-one was prepared. To a mixture of 8.0 g (0.0402 mole) of 4-chloro-6,7-dihydro-2-methyl-8H-pyrimido [5,4-b]1,4]oxazin-7-one and 17.9 ml of methyl iodide was added 8.75 g of 25% sodium methoxide in 250 ml of methanol, and the solution was heated at its reflux temperature for three hours. The solvent was removed by evaporation under vacuum... Reactants: O=C(CCl)NC(CO)(c1cc(Br)ccc1F)C1CC1, CC(C)(C)[O-], [K+]. Product: O=C1COCC(c2cc(Br)ccc2F)(C2CC2)N1. As a reaction SMILES: [Br:1][c:2]1[cH:3][cH:4][c:5]([F:19])[c:6]([C:8]([CH2:9][OH:10])([CH:11]2[CH2:12][CH2:13]2)[NH:14][C:15]([CH2:16][Cl:17])=[O:18])[cH:7]1.[CH3:20][C:21]([CH3:22])([O-:23])[CH3:24].[K+:25]>>[Br:1][c:2]1[cH:3][cH:4][c:5]([F:19])[c:6]([C:8]2([CH:11]3[CH2:12][CH2:13]3)[CH2:9][O:10][CH2:16][C:15](=[O:18])[NH:14]2)[cH:7]1. Starting materials: C(C)(=O)O (acetic acid), [OH-].[K+] (KOH), [N+](=O)([O-])C1=CC=CC=C1 (nitrobenzene), C1(=CC=CC=C1)CC#N (phenylacetonitrile). Solvent: O (water), O (water), CO (methanol). Conditions: temperature 55 celsius, time 4 hour. Yields the product ON=C1C=CC(C=C1)=C(C#N)C1=CC=CC=C1 ((4-Hydroxyimino-cyclohexa-2,5-dienylidene)-phenyl-acetonitrile). The yield is 76.7%. As a reaction SMILES: [OH-].[K+].[C:3]1([CH2:9][C:10]#[N:11])[CH:8]=[CH:7][CH:6]=[CH:5][CH:4]=1.[N+:12]([C:15]1[CH:20]=[CH:19][CH:18]=[CH:17][CH:16]=1)([O-:14])=O.C(O)(=O)C>CO.O>[OH:14][N:12]=[C:15]1[CH:20]=[CH:19][C:18](=[C:9]([C:3]2[CH:8]=[CH:7][CH:6]=[CH:5][CH:4]=2)[C:10]#[N:11])[CH:17]=[CH:16]1 |f:0.1|. Procedure details: 60 g of KOH are dissolved in 300 ml of methanol and heated up to 55° C. To the solution are added 32.2 g (0.27 mol) of phenylacetonitrile followed by 30.8 g (0.25 mol) of nitrobenzene. The reaction mixture is stirred at 55° C. for 4 hrs. After cooling, 400 ml of water are added with stirring. The resulting solution is acidified by addition of 110 ml of acetic acid in 100 ml of water, leading to a yellow-orange precipitate. The mixture is then filtered, and the yellow solid is washed with a mixtu... Starting materials: C1(=CC=CC=C1)C=1N=C(OC1C1=CC=CC=C1)CC1=C(CCC1)C=1C=C(OCC(=O)OCC)C=CC1 (ethyl [3-[2-[(4,5-diphenyloxazol-2-yl)methyl]-1-cyclopenten-1-yl]phenoxy]acetate), ClC1=CC(=CC=C1)C(=O)OO (m-chloroperbenzoic acid), C([O-])([O-])=O.[Na+].[Na+] (sodium carbonate). Solvent: C(Cl)Cl (methylene chloride). Reaction conditions: time 4 hour. Yields the product C1(=CC=CC=C1)C=1N=C(OC1C1=CC=CC=C1)CC12C(CCC1)(O2)C=2C=C(OCC(=O)OCC)C=CC2 (ethyl [3-[2-[(4,5-diphenyloxazol-2-yl)methyl]-1,2-epoxycyclopentyl]phenoxy]acetate). Isolated yield 67.7%. Reaction SMILES: [C:1]1([C:7]2[N:8]=[C:9]([CH2:18][C:19]3[CH2:23][CH2:22][CH2:21][C:20]=3[C:24]3[CH:25]=[C:26]([CH:34]=[CH:35][CH:36]=3)[O:27][CH2:28][C:29]([O:31][CH2:32][CH3:33])=[O:30])[O:10][C:11]=2[C:12]2[CH:17]=[CH:16][CH:15]=[CH:14][CH:13]=2)[CH:6]=[CH:5][CH:4]=[CH:3][CH:2]=1.ClC1C=CC=C(C(OO)=[O:45])C=1.C(=O)([O-])[O-].[Na+].[Na+]>C(Cl)Cl>[C:1]1([C:7]2[N:8]=[C:9]([CH2:18][C:19]34[O:45][C:20]3([C:24]3[CH:25]=[C:26]([CH:34]=[CH:35][CH:36]=3)[O:27][CH2:28][C:29]([O:31][CH2:32][CH3:33])=[O:30])[CH2:21][CH2:22][CH2:23]4)[O:10][C:11]=2[C:12]2[CH:13]=[CH:14][CH:15]=[CH:16][CH:17]=2)[CH:2]=[CH:3][CH:4]=[CH:5][CH:6]=1 |f:2.3.4|. Procedure details: To a solution of ethyl [3-[2-[(4,5-diphenyloxazol-2-yl)methyl]-1-cyclopenten-1-yl]phenoxy]acetate (1.0 g) in methylene chloride (20 ml) were added m-chloroperbenzoic acid (540 mg) and sodium carbonate (330 mg) at room temperature. After being stirred for 4 hours, the mixture was washed with saturated sodium bicarbonate aqueous solution and brine. The dried solvent was evaporated and the residue was purified by column chromatography on silica gel to give ethyl [3-[2-[(4,5-diphenyloxazol-2-yl)meth...